From a dataset of the Open Reaction Database (ORD), a public repository of structured organic reaction records. describe an organic reaction: reactants, conditions, products, and yield Conditions: time 1 hour. RXN SMILES: Cl[C:2]1[N:28]=[C:27]([C:29]([F:32])([F:31])[F:30])[CH:26]=[CH:25][C:3]=1[C:4]([NH:6][CH2:7][C:8]1([CH2:21][CH:22]2[CH2:24][CH2:23]2)[CH2:13][CH2:12][CH:11]([S:14]([CH2:17][CH:18]2[CH2:20][CH2:19]2)(=[O:16])=[O:15])[CH2:10][CH2:9]1)=[O:5].[CH3:33][O-:34].[Na+].O>CO>[CH:18]1([CH2:17][S:14]([CH:11]2[CH2:12][CH2:13][C:8]([CH2:7][NH:6][C:4](=[O:5])[C:3]3[CH:25]=[CH:26][C:27]([C:29]([F:32])([F:31])[F:30])=[N:28][C:2]=3[O:34][CH3:33])([CH2:21][CH:22]3[CH2:24][CH2:23]3)[CH2:9][CH2:10]2)(=[O:16])=[O:15])[CH2:20][CH2:19]1 |f:1.2|. Yield: 96.2%. The product is C1(CC1)CS(=O)(=O)C1CCC(CC1)(CC1CC1)CNC(C1=C(N=C(C=C1)C(F)(F)F)OC)=O (N-(4-Cyclopropylmethanesulfonyl-1-cyclopropylmethylcyclohexylmethyl)-2-methoxy-6-trifluoromethylnicotinamide). Procedure: A solution of 2-chloro-N-(4-cyclopropylmethanesulfonyl-1-cyclopropylmethylcyclohexylmethyl)-6-trifluoromethylnicotinamide (50 mg, 0.10 mmol) in methanol (5 ml) was treated with sodium methoxide (11 mg, 0.20 mmol) and the mixture was allowed to stir at ambient temperature for 1 hour then heated under reflux for 4 hours. Water (1 ml) was added and the solvent evaporated. The residue was partitioned between dichloromethane (5 ml) and water (5 ml) and the layers separated using a 5 micron PTFE frit ... Reactants: ClC1=C(C(=O)NCC2(CCC(CC2)S(=O)(=O)CC2CC2)CC2CC2)C=CC(=N1)C(F)(F)F (2-chloro-N-(4-cyclopropylmethanesulfonyl-1-cyclopropylmethylcyclohexylmethyl)-6-trifluoromethylnicotinamide), C[O-].[Na+] (sodium methoxide), O (Water). The solvent is CO (methanol).